This data is from the Open Reaction Database (ORD), a public repository of structured organic reaction records. The task is: describe an organic reaction: reactants, conditions, products, and yield Starting materials: CC(C)(C)c1nc2cc(S(=O)(=O)Cl)ccc2n1CC1CCOCC1, CN(C)c1ccncc1, CC#N, CNC1CCCCC1. Product: CN(C1CCCCC1)S(=O)(=O)c1ccc2c(c1)nc(C(C)(C)C)n2CC1CCOCC1. Reaction SMILES: [C:1]([CH3:2])([CH3:3])([CH3:4])[c:5]1[n:6][c:7]2[c:8]([n:9]1[CH2:10][CH:11]1[CH2:12][CH2:13][O:14][CH2:15][CH2:16]1)[cH:17][cH:18][c:19]([S:21](=[O:22])(=[O:23])[Cl:24])[cH:20]2.[CH3:33][N:34]([c:35]1[cH:36][cH:37][n:38][cH:39][cH:40]1)[CH3:41].[CH3:42][C:43]#[N:44].[CH:25]1([NH:31][CH3:32])[CH2:26][CH2:27][CH2:28][CH2:29][CH2:30]1>>[C:1]([CH3:2])([CH3:3])([CH3:4])[c:5]1[n:6][c:7]2[c:8]([n:9]1[CH2:10][CH:11]1[CH2:12][CH2:13][O:14][CH2:15][CH2:16]1)[cH:17][cH:18][c:19]([S:21](=[O:22])(=[O:23])[N:31]([CH:25]1[CH2:26][CH2:27][CH2:28][CH2:29][CH2:30]1)[CH3:32])[cH:20]2.